From a dataset of the Open Reaction Database (ORD), a public repository of structured organic reaction records. describe an organic reaction: reactants, conditions, products, and yield Starting materials: [BH3-]C#N, ClCCl, [I-], [I-], [Na+], [Zn+2], COC(=O)c1ccc2c(c1)c(C=O)cn2CCCCc1ccccc1. The product is COC(=O)c1ccc2c(c1)c(C)cn2CCCCc1ccccc1. Reaction SMILES: [C:26]([BH3-:27])#[N:28].[Cl:30][CH2:31][Cl:32].[I-:33].[I-:35].[Na+:29].[Zn+2:34].[c:1]1([CH2:7][CH2:8][CH2:9][CH2:10][n:11]2[cH:12][c:13]([CH:24]=[O:25])[c:14]3[cH:15][c:16]([C:20](=[O:21])[O:22][CH3:23])[cH:17][cH:18][c:19]23)[cH:2][cH:3][cH:4][cH:5][cH:6]1>>[c:1]1([CH2:7][CH2:8][CH2:9][CH2:10][n:11]2[cH:12][c:13]([CH3:24])[c:14]3[cH:15][c:16]([C:20](=[O:21])[O:22][CH3:23])[cH:17][cH:18][c:19]23)[cH:2][cH:3][cH:4][cH:5][cH:6]1. Starting materials: N1=CC=C(C2=CC=CC=C12)N[C@@H]1CN(CC1)C(=O)OC(C)(C)C (tert-Butyl (3S)-3-(4-quinolylamino)pyrrolidine-1-carboxylate). Solvent: ClCCl (dichloromethane), FC(C(=O)O)(F)F (trifluoroacetic acid). Reaction conditions: time 15 minute. The product is N1C[C@H](CC1)NC1=CC=NC2=CC=CC=C12 (N-[(3S)-Pyrrolidin-3-yl]quinolin-4-amine). Reaction SMILES: [N:1]1[C:10]2[C:5](=[CH:6][CH:7]=[CH:8][CH:9]=2)[C:4]([NH:11][C@H:12]2[CH2:16][CH2:15][N:14](C(OC(C)(C)C)=O)[CH2:13]2)=[CH:3][CH:2]=1>ClCCl.FC(F)(F)C(O)=O>[NH:14]1[CH2:15][CH2:16][C@H:12]([NH:11][C:4]2[C:5]3[C:10](=[CH:9][CH:8]=[CH:7][CH:6]=3)[N:1]=[CH:2][CH:3]=2)[CH2:13]1. Reported procedure: tert-Butyl (3S)-3-(4-quinolylamino)pyrrolidine-1-carboxylate (231 mg, 0.68 mmol) was dissolved in a 1:1 mixture of dichloromethane and trifluoroacetic acid (2 ml) and stirred at room temperature for 15 minutes. The mixture was evaporated to dryness under reduced pressure and the residue obtained was used directly in the next step. Reactants: [H-].[Na+] (sodium hydride), SC1=CC=CC=2N1C=CN2 (5-mercaptoimidazo[1,2-a]pyridine), ClCCCCN1C(N2C(S(CCC2)(=O)=O)=C(C1=O)C1=CC=CC=C1)=O (7-(4-chlorobutyl)-1,1-dioxo-9-phenyl-3,4-dihydro-2H,6H-pyrimido[6,1-b][1,3]-thiazine-6,8(7H)-dione), [I-].[Na+] (sodium iodide). Solvent: CN(C=O)C (N,N-dimethylformamide), O (water). Conditions: time 10 minute. Product: N=1C=CN2C1C=CC=C2SCCCCN2C(N1C(S(CCC1)(=O)=O)=C(C2=O)C2=CC=CC=C2)=O (7-[4-(imidazo[1,2-a]pyridin-5-ylthio)-butyl]-1,1-dioxo-9-phenyl-3,4-dihydro-2H,6H-pyrimido[6,1-b][1,3]thiazine-6,8(7H)-dione). RXN SMILES: [H-].[Na+].[SH:3][C:4]1[N:9]2[CH:10]=[CH:11][N:12]=[C:8]2[CH:7]=[CH:6][CH:5]=1.Cl[CH2:14][CH2:15][CH2:16][CH2:17][N:18]1[C:29](=[O:30])[C:28]([C:31]2[CH:36]=[CH:35][CH:34]=[CH:33][CH:32]=2)=[C:21]2[S:22](=[O:27])(=[O:26])[CH2:23][CH2:24][CH2:25][N:20]2[C:19]1=[O:37].[I-].[Na+]>CN(C)C=O.O>[N:12]1[CH:11]=[CH:10][N:9]2[C:4]([S:3][CH2:14][CH2:15][CH2:16][CH2:17][N:18]3[C:29](=[O:30])[C:28]([C:31]4[CH:36]=[CH:35][CH:34]=[CH:33][CH:32]=4)=[C:21]4[S:22](=[O:27])(=[O:26])[CH2:23][CH2:24][CH2:25][N:20]4[C:19]3=[O:37])=[CH:5][CH:6]=[CH:7][C:8]=12 |f:0.1,4.5|. Procedure: To a suspension of 0.24 g (6.0 mmol) of 60% oily sodium hydride in 40 ml of N,N-dimethylformamide, 0.98 g (6.0 mmol) of 5-mercaptoimidazo[1,2-a]pyridine was added at room temperature, followed by stirring for 10 minutes. To this mixture, 2.87 g (5.97 mmol) of 7-(4-chlorobutyl)-1,1-dioxo-9-phenyl-3,4-dihydro-2H,6H-pyrimido[6,1-b][1,3]-thiazine-6,8(7H)-dione and 0.90 g (6.0 mmol) of sodium iodide were added, followed by stirring at 80° C. for 3 hours. After cooling, the reaction mixture was poured... Reactants: C(C)(C)(C)OC(=O)C(CC)(O)N (t-butoxycarbonyl-aminopropanol), CC(C=1C=CC(=C(C1)F)C=2C=CC=CC2)C(=O)O (flurbiprofen), C(C)(=O)OCC (ethyl acetate), CCN=C=NCCCN(C)C.Cl (WSCI.HCl). The reagents and catalysts are CN(C)C=1C=CN=CC1 (DMAP). Run in ClCCl (dichloromethane). Reaction conditions: time 8 hour. Product: C(=O)(OC(C)(C)C)C(CC)(O)N.CC(C=1C=CC(=C(C1)F)C=2C=CC=CC2)C(=O)O (Boc-aminopropanol flurbiprofen). Yield: 89.8%. Reaction SMILES: [C:1]([O:5][C:6]([C:8]([NH2:12])([OH:11])[CH2:9][CH3:10])=[O:7])([CH3:4])([CH3:3])[CH3:2].[CH3:13][CH:14]([C:28]([OH:30])=[O:29])[C:15]1[CH:16]=[CH:17][C:18]([C:22]2[CH:23]=[CH:24][CH:25]=[CH:26][CH:27]=2)=[C:19]([F:21])[CH:20]=1.CCN=C=NCCCN(C)C.Cl.C(OCC)(=O)C>ClCCl.CN(C1C=CN=CC=1)C>[C:6]([C:8]([NH2:12])([OH:11])[CH2:9][CH3:10])([O:5][C:1]([CH3:2])([CH3:4])[CH3:3])=[O:7].[CH3:13][CH:14]([C:28]([OH:30])=[O:29])[C:15]1[CH:16]=[CH:17][C:18]([C:22]2[CH:27]=[CH:26][CH:25]=[CH:24][CH:23]=2)=[C:19]([F:21])[CH:20]=1 |f:2.3,7.8|. Procedure: In 2 ml of dichloromethane, 352 mg (2 mmol) of Boc-aminopropanol and 489 g (2 mmol) of flurbiprofen (manufactured by Wako Pure Chemical Industries) were dissolved, and 48 mg (0.4 mmol) of DMAP and 423 g (2.2 mmol) of WSCI.HCl/2 ml dichloromethane were added thereto in this order under ice-cooling. After returning to room temperature and stirring overnight, ethyl acetate was added thereto, followed by separation by washing with 5% citric acid twice, water, 5% sodium hydrogen carbonate twice, wate...